Task: describe an organic reaction: reactants, conditions, products, and yield. Dataset: the Open Reaction Database (ORD), a public repository of structured organic reaction records Reactants: FC=1C=C(C=CC1F)C=1C2=C(N(N1)C(=O)N[C@H](C(=O)NC)C(C)(C)C)CCOC2 ((S)-3-(3,4-difluorophenyl)-N-(3,3-dimethyl-1-(methyl-amino)-1-oxobutan-2-yl)-6,7-dihydropyrano[4,3-c]pyrazole-1(4H)-carboxamide), O1CCOC12CCC(CC2)=O (1,4-dioxaspiro[4.5]decan-8-one), intermediate 16. The product is FC=1C=C(C=CC1F)C1=NN(C=2CCC3(CC12)OCCO3)C(=O)N[C@H](C(=O)NC)C(C)(C)C ((S)-3′-(3,4-difluorophenyl)-N-(3,3-dimethyl-1-(methylamino)-1-oxobutan-2-yl)-6′,7′-dihydrospiro[[1,3]dioxolane-2,5′-indazole]-1′(4′H)-carboxamide). RXN SMILES: [F:1][C:2]1[CH:3]=[C:4]([C:9]2[C:10]3[CH2:29]O[CH2:27][CH2:26][C:11]=3[N:12]([C:14]([NH:16][C@@H:17]([C:22]([CH3:25])([CH3:24])[CH3:23])[C:18]([NH:20][CH3:21])=[O:19])=[O:15])[N:13]=2)[CH:5]=[CH:6][C:7]=1[F:8].[O:30]1[C:34]2(CCC(=O)CC2)[O:33][CH2:32][CH2:31]1>>[F:1][C:2]1[CH:3]=[C:4]([C:9]2[C:10]3[CH2:29][C:34]4([O:33][CH2:32][CH2:31][O:30]4)[CH2:27][CH2:26][C:11]=3[N:12]([C:14]([NH:16][C@@H:17]([C:22]([CH3:23])([CH3:25])[CH3:24])[C:18]([NH:20][CH3:21])=[O:19])=[O:15])[N:13]=2)[CH:5]=[CH:6][C:7]=1[F:8]. Procedure: Compound 63 was prepared according to the procedure described for the synthesis of compound 28 by replacing tetrahydro-4H-pyran-4-one with 1,4-dioxaspiro[4.5]decan-8-one in the synthesis of intermediate 16. LCMS (+ESI) m/z=463.2 [M+H]+.